describe an organic reaction: reactants, conditions, products, and yield From a dataset of the Open Reaction Database (ORD), a public repository of structured organic reaction records. Yields the product COc1cc2c(Nc3ccc(Cl)cc3F)ncnc2cc1OCCBr. RXN SMILES: [Br:1][CH2:2][CH2:3][Br:4].[C:27](=[O:28])([O-:29])[O-:30].[Cl:5][c:6]1[cH:7][c:8]([F:26])[c:9]([NH:10][c:11]2[n:12][cH:13][n:14][c:15]3[cH:16][c:17]([OH:23])[c:18]([O:21][CH3:22])[cH:19][c:20]23)[cH:24][cH:25]1.[K+:31].[K+:32].[O:34]=[CH:35][N:36]([CH3:37])[CH3:38].[OH2:33]>>[Br:1][CH2:2][CH2:3][O:23][c:17]1[cH:16][c:15]2[n:14][cH:13][n:12][c:11]([NH:10][c:9]3[c:8]([F:26])[cH:7][c:6]([Cl:5])[cH:25][cH:24]3)[c:20]2[cH:19][c:18]1[O:21][CH3:22]. The reactants are BrCCBr, O=C([O-])[O-], COc1cc2c(Nc3ccc(Cl)cc3F)ncnc2cc1O, [K+], [K+], CN(C)C=O, O.